This data is from the Open Reaction Database (ORD), a public repository of structured organic reaction records. The task is: describe an organic reaction: reactants, conditions, products, and yield The reactants are CC(C(=O)O)C1=CC=CC=C1 (α-methylphenylacetic acid), C1CCC(CC1)N=C=NC2CCCCC2 (DCC), CS(=O)(=O)OC1=CC2=CC=C(C=C2C=C1)C(N)=N (6-amidino-2-naphthol methanesulfonate). The solvent is N1=CC=CC=C1 (pyridine). Run at time 30 minute. The product is CC(C(=O)OC1=CC2=CC=C(C=C2C=C1)C(N)=N)C1=CC=CC=C1 (6-amidino-2-naphthyl α-methylphenylacetate). Isolated yield 28.3%. As a reaction SMILES: [CH3:1][CH:2]([C:6]1[CH:11]=[CH:10][CH:9]=[CH:8][CH:7]=1)[C:3]([OH:5])=[O:4].C1CCC(N=C=NC2CCCCC2)CC1.CS(O[C:32]1[CH:41]=[CH:40][C:39]2[C:34](=[CH:35][CH:36]=[C:37]([C:42](=[NH:44])[NH2:43])[CH:38]=2)[CH:33]=1)(=O)=O>N1C=CC=CC=1>[CH3:1][CH:2]([C:6]1[CH:11]=[CH:10][CH:9]=[CH:8][CH:7]=1)[C:3]([O:5][C:32]1[CH:41]=[CH:40][C:39]2[C:34](=[CH:35][CH:36]=[C:37]([C:42](=[NH:43])[NH2:44])[CH:38]=2)[CH:33]=1)=[O:4]. Procedure: To 50 ml of dried pyridine, were added 3.0 g of α-methylphenylacetic acid and 4.9 g of DCC. The mixture was stirred for 30 minutes under cooling in ice. After adding 5.6 g of 6-amidino-2-naphthol methanesulfonate, while being cooled in ice, the mixture was stirred for one hour, then overnight. The reaction mixture was filtered to collect the precipitate. The precipitate was washed with pyridine and ethyl ether, added to DMF and heated. The insolubles were filtered off and ethyl ether was added t... The reactants are C(O)CN (Ethanolamine), N(=[N+]=[N-])CCCNC1=NC(=NC(=N1)Cl)Cl (N-(3-azidopropyl)-4,6-dichloro-1,3,5-triazin-2-amine). Run in CC(=O)C (acetone), CC(=O)C (acetone). Run at time 24 hour. Yields the product N(=[N+]=[N-])CCCNC1=NC(=NC(=N1)Cl)NCCO (2-(4-(3-azidopropylamino)-6-chloro-1,3,5-triazin-2-ylamino)ethanol). Yield: 84.2%. As a reaction SMILES: [CH2:1]([CH2:3][NH2:4])[OH:2].[N:5]([CH2:8][CH2:9][CH2:10][NH:11][C:12]1[N:17]=[C:16](Cl)[N:15]=[C:14]([Cl:19])[N:13]=1)=[N+:6]=[N-:7]>CC(C)=O>[N:5]([CH2:8][CH2:9][CH2:10][NH:11][C:12]1[N:13]=[C:14]([Cl:19])[N:15]=[C:16]([NH:4][CH2:3][CH2:1][OH:2])[N:17]=1)=[N+:6]=[N-:7]. Procedure: Ethanolamine (2.47 g, 40.4 mmol) in acetone (20 mL) was added to a solution of 1 (2.0 g, 8.1 mmol) in acetone (30 mL). The reaction was stirred at room temperature for 24 hours. The acetone was removed by rotary evaporation and the residue was suspended in CH2Cl2. The mixture was filtered off. The solid collected was washed with CH2Cl2 with H2O and dried under reduced pressure to afford 2 as a white solid (1.86 g, 85%). The product is sufficiently pure for further reactions. ESI-MS m/z 273.1 (M+...